This data is from the Open Reaction Database (ORD), a public repository of structured organic reaction records. The task is: describe an organic reaction: reactants, conditions, products, and yield Reactants: CC1CCNCC1, Cc1ccccc1, CCOC(C)=O, O=[N+]([O-])c1ccc(Cl)nc1Cl, [K+], [K+], O=C([O-])[O-]. The product is CC1CCN(c2nc(Cl)ccc2[N+](=O)[O-])CC1. RXN SMILES: [CH3:18][CH:19]1[CH2:20][CH2:21][NH:22][CH2:23][CH2:24]1.[CH3:25][c:26]1[cH:27][cH:28][cH:29][cH:30][cH:31]1.[CH3:32][CH2:33][O:34][C:35]([CH3:36])=[O:37].[Cl:1][c:2]1[n:3][c:4]([Cl:11])[cH:5][cH:6][c:7]1[N+:8](=[O:9])[O-:10].[K+:12].[K+:13].[O-:14][C:15]([O-:16])=[O:17]>>[c:2]1([N:22]2[CH2:21][CH2:20][CH:19]([CH3:18])[CH2:24][CH2:23]2)[n:3][c:4]([Cl:11])[cH:5][cH:6][c:7]1[N+:8](=[O:9])[O-:10]. Starting materials: CN(C)C=O, [Na+], [OH-], Cc1nc(Nc2ccc(F)cc2)nc(O)c1C, O=P(Cl)(Cl)Cl. Product: Cc1nc(Nc2ccc(F)cc2)nc(Cl)c1C. Reaction SMILES: [CH3:25][N:26]([CH3:27])[CH:28]=[O:29].[Na+:24].[OH-:23].[OH:1][c:2]1[n:3][c:4]([NH:10][c:11]2[cH:12][cH:13][c:14]([F:17])[cH:15][cH:16]2)[n:5][c:6]([CH3:9])[c:7]1[CH3:8].[P:18]([Cl:19])([Cl:20])([Cl:21])=[O:22]>>[c:2]1([Cl:20])[n:3][c:4]([NH:10][c:11]2[cH:12][cH:13][c:14]([F:17])[cH:15][cH:16]2)[n:5][c:6]([CH3:9])[c:7]1[CH3:8]. Reactants: O=C([O-])[O-], COc1ccc(Cn2cc(-c3csc(O)n3)c(C)n2)cc1, CCOC(C)=O, Clc1ncccn1, [Cs+], [Cs+], [Cu], CN(C)C=O. Product: COc1ccc(Cn2cc(-c3csc(Oc4ncccn4)n3)c(C)n2)cc1. RXN SMILES: [C:29](=[O:30])([O-:31])[O-:32].[CH3:1][O:2][c:3]1[cH:4][cH:5][c:6]([CH2:7][n:8]2[n:9][c:10]([CH3:19])[c:11](-[c:13]3[n:14][c:15]([OH:18])[s:16][cH:17]3)[cH:12]2)[cH:20][cH:21]1.[CH3:40][CH2:41][O:42][C:43]([CH3:44])=[O:45].[Cl:22][c:23]1[n:24][cH:25][cH:26][cH:27][n:28]1.[Cs+:33].[Cs+:34].[Cu:46].[O:35]=[CH:36][N:37]([CH3:38])[CH3:39]>>[CH3:1][O:2][c:3]1[cH:4][cH:5][c:6]([CH2:7][n:8]2[n:9][c:10]([CH3:19])[c:11](-[c:13]3[n:14][c:15]([O:18][c:23]4[n:24][cH:25][cH:26][cH:27][n:28]4)[s:16][cH:17]3)[cH:12]2)[cH:20][cH:21]1. Starting materials: ClC1=CC=NC2=C(C=CC=C12)[N+](=O)[O-] (4-chloro-8-nitroquinoline), FC(C1=CC=C(C=C1)O)(F)F (4-(trifluoromethyl)phenol), C(=O)([O-])[O-].[K+].[K+] (K2CO3). The solvent is CC#N (CH3CN). Product: [N+](=O)([O-])C=1C=CC=C2C(=CC=NC12)OC1=CC=C(C=C1)C(F)(F)F (8-nitro-4-(4-(trifluoromethyl)phenoxy)quinoline). Yield: 62.3%. RXN SMILES: Cl[C:2]1[C:11]2[C:6](=[C:7]([N+:12]([O-:14])=[O:13])[CH:8]=[CH:9][CH:10]=2)[N:5]=[CH:4][CH:3]=1.[F:15][C:16]([F:25])([F:24])[C:17]1[CH:22]=[CH:21][C:20]([OH:23])=[CH:19][CH:18]=1.C([O-])([O-])=O.[K+].[K+]>CC#N>[N+:12]([C:7]1[CH:8]=[CH:9][CH:10]=[C:11]2[C:6]=1[N:5]=[CH:4][CH:3]=[C:2]2[O:23][C:20]1[CH:21]=[CH:22][C:17]([C:16]([F:15])([F:24])[F:25])=[CH:18][CH:19]=1)([O-:14])=[O:13] |f:2.3.4|. Reported procedure: The title compound was prepared following the procedure described in Intermediate-11, step-3 using 4-chloro-8-nitroquinoline (Intermediate-11, step-2, 200 mg, 0.96 mmol), 4-(trifluoromethyl)phenol (233 mg, 1.43 mmol), K2CO3 (264 mg, 1.91 mmol) in CH3CN (5 mL) to afford 200 mg of the title product. 1H NMR (300 MHz, DMSO d6): δ 8.85 (d, J=4.8 Hz, 1H), 8.56 (d, J=8.4 Hz, 1H), 8.36 (d, J=7.2 Hz, 1H), 7.93 (d, J=8.7 Hz, 2H), 7.82 (t, J=8.1 Hz, 1H), 7.58 (d, J=8.4 Hz, 2H), 6.98 (d, J=5.4 Hz, 1H). RXN SMILES: Br[CH2:2][CH:3]=[C:4]1[C:10]2[CH:11]=[CH:12][CH:13]=[CH:14][C:9]=2[CH2:8][S:7][C:6]2[CH:15]=[CH:16][CH:17]=[CH:18][C:5]1=2.[C:19](=[O:22])([O-:21])[O-].[K+].[K+].[C:25](C(C(C(O)=O)O)O)([OH:27])=[O:26].[CH2:35]([O:37][C:38]([C@@H:40]1[CH2:45][CH2:44][CH2:43][NH:42][CH2:41]1)=[O:39])[CH3:36]>CN(C)C=O.C1C=CC=CC=1>[C:25]([OH:27])(=[O:26])[C:19]([OH:21])=[O:22].[CH2:35]([O:37][C:38]([C@@H:40]1[CH2:45][CH2:44][CH2:43][N:42]([CH2:2][CH:3]=[C:4]2[C:10]3[CH:11]=[CH:12][CH:13]=[CH:14][C:9]=3[CH2:8][S:7][C:6]3[CH:15]=[CH:16][CH:17]=[CH:18][C:5]2=3)[CH2:41]1)=[O:39])[CH3:36] |f:1.2.3,4.5,8.9|. Reported procedure: To a solution of 11-(2-bromoethylidene)-6,11-dihydrodibenzo[b,e]thiepine (4.43 g, 0.014 mol, Coll.Czech.Chem.Comm. 52, 1566 (1987)) in N,N-dimethylformamide (75 ml), potassium carbonate (19.3 g, 0.14 mol) and (R)-3-piperidinecarboxylic acid ethyl ester tartrate (6.43 g, 0.0209 mol) were added and the mixture was stirred at 70° C. for 6 h. The reaction mixture was diluted with benzene (300 ml), the solid was filtered off and the filtrate was washed with water (5×80 ml). The benzene solution was d... Yields the product C(C(=O)O)(=O)O.C(C)OC(=O)[C@H]1CN(CCC1)CC=C1C2=C(SCC3=C1C=CC=C3)C=CC=C2 ((R)-1-(2-(6,11-dihydrodibenzo[b,e]thiepin-11-ylidene)-1-ethyl)-3-piperidinecarboxylic acid ethyl ester hydrogen oxalate). Conditions: temperature 70 celsius, time 6 hour. Starting materials: BrCC=C1C2=C(SCC3=C1C=CC=C3)C=CC=C2 (11-(2-bromoethylidene)-6,11-dihydrodibenzo[b,e]thiepine), C([O-])([O-])=O.[K+].[K+] (potassium carbonate), C(=O)(O)C(O)C(O)C(=O)O.C(C)OC(=O)[C@H]1CNCCC1 ((R)-3-piperidinecarboxylic acid ethyl ester tartrate). Isolated yield 85.8%. The solvent is CN(C=O)C (N,N-dimethylformamide), C1=CC=CC=C1 (benzene).